The task is: describe an organic reaction: reactants, conditions, products, and yield. This data is from the Open Reaction Database (ORD), a public repository of structured organic reaction records. Starting materials: BrC1=CC=C(C=C1)C(CC(=O)C1=C(C=CC(=C1)F)F)C1=C(C=CC=C1)C (3-(4-bromo-phenyl)-1-(2,5-difluoro-phenyl)-3-o-tolyl-propan-1-one), Cl.NO (hydroxylamine hydrochloride), C(=O)(O)[O-].[Na+] (NaHCO3). The product is BrC1=CC=C(C=C1)C(C\C(=N/O)\C1=C(C=CC(=C1)F)F)C1=C(C=CC=C1)C ((E)-3-(4-Bromo-phenyl)-1-(2,5-difluoro-phenyl)-3-o-tolyl-propan-1-one oxime). RXN SMILES: [Br:1][C:2]1[CH:7]=[CH:6][C:5]([CH:8]([C:20]2[CH:25]=[CH:24][CH:23]=[CH:22][C:21]=2[CH3:26])[CH2:9][C:10]([C:12]2[CH:17]=[C:16]([F:18])[CH:15]=[CH:14][C:13]=2[F:19])=O)=[CH:4][CH:3]=1.Cl.[NH2:28][OH:29].C([O-])(O)=O.[Na+]>>[Br:1][C:2]1[CH:7]=[CH:6][C:5]([CH:8]([C:20]2[CH:25]=[CH:24][CH:23]=[CH:22][C:21]=2[CH3:26])[CH2:9]/[C:10](/[C:12]2[CH:17]=[C:16]([F:18])[CH:15]=[CH:14][C:13]=2[F:19])=[N:28]\[OH:29])=[CH:4][CH:3]=1 |f:1.2,3.4|. Reported procedure: In analogy to example 1, step 2, from 3-(4-bromo-phenyl)-1-(2,5-difluoro-phenyl)-3-o-tolyl-propan-1-one and hydroxylamine hydrochloride in the presence of NaHCO3 was prepared the title compound as a white foam, MS (ESI−): m/z=428.0 ([M−H]−, 1Br). Reactants: BrC1=CC(=CC2=C1C(C(=CO2)C2=CC=C(C=C2)OC)=O)OC (5-bromo-7-methoxy-3-(4-methoxyphenyl)-4-oxo-4H-1-benzopyran), [I-].[K+] (potassium iodide), Cl (hydrochloric acid). Reagents/catalysts: [Cu]I (copper(I) iodide). The solvent is CS(=O)C (DMSO). Reaction conditions: temperature 115 celsius. Product: IC1=CC(=CC2=C1C(C(=CO2)C2=CC=C(C=C2)OC)=O)OC (5-iodo-7-methoxy-3-(4-methoxyphenyl)-4-oxo-4H-1-benzopyran). Isolated yield 88.5%. As a reaction SMILES: Br[C:2]1[C:7]2[C:8](=[O:20])[C:9]([C:12]3[CH:17]=[CH:16][C:15]([O:18][CH3:19])=[CH:14][CH:13]=3)=[CH:10][O:11][C:6]=2[CH:5]=[C:4]([O:21][CH3:22])[CH:3]=1.[I-:23].[K+].Cl>CS(C)=O.[Cu]I>[I:23][C:2]1[C:7]2[C:8](=[O:20])[C:9]([C:12]3[CH:17]=[CH:16][C:15]([O:18][CH3:19])=[CH:14][CH:13]=3)=[CH:10][O:11][C:6]=2[CH:5]=[C:4]([O:21][CH3:22])[CH:3]=1 |f:1.2|. Procedure details: A suspension of 5-bromo-7-methoxy-3-(4-methoxyphenyl)-4-oxo-4H-1-benzopyran (95 mg), copper(I) iodide (250 mg) and potassium iodide (462 mg) in DMSO (6 mL) was heated at 115° C. for 2 h. The mixture was cooled, poured into 1M hydrochloric acid and extracted with ethyl acetate. The organic layer was washed with 1M hydrochloric acid and brine and dried over MgSO4. Chromatography on silica gel (eluant: ethyl acetate-dichloromethane-hexane 1:10:20) afforded the title compound (95 mg). 1H NMR (DMSO-d... The reactants are ClCCl, C[N+](C)(C)Cc1ccccc1, [Cl-], CCOC(=O)Cc1ccc(C(=O)CCl)cc1, [N-]=[N+]=[N-], [Na+], O. Yields the product CCOC(=O)Cc1ccc(C(=O)CN=[N+]=[N-])cc1. Reaction SMILES: [CH2:22]([Cl:23])[Cl:24].[CH2:26]([N+:27]([CH3:28])([CH3:29])[CH3:30])[c:31]1[cH:32][cH:33][cH:34][cH:35][cH:36]1.[Cl-:25].[Cl:5][CH2:6][C:7](=[O:8])[c:9]1[cH:10][cH:11][c:12]([CH2:15][C:16](=[O:17])[O:18][CH2:19][CH3:20])[cH:13][cH:14]1.[N-:2]=[N+:3]=[N-:4].[Na+:1].[OH2:21]>>[N:2](=[N+:3]=[N-:4])[CH2:6][C:7](=[O:8])[c:9]1[cH:10][cH:11][c:12]([CH2:15][C:16](=[O:17])[O:18][CH2:19][CH3:20])[cH:13][cH:14]1. Reactants: ClC1=NC=NC(=C1F)OCC#CCC (4-chloro-5-fluoro-6-(2-pentynyloxy)pyrimidine), CC1NC(CC1)C (2,5-dimethylpyrrolidine). Reaction conditions: time 13 hour. Product: CC1N(C(CC1)C)C1=NC=NC(=C1F)OCC#CCC (4-(2,5-dimethyl-1-pyrrolidinyl)-5-fluoro-6-(2-pentynyloxy)pyrimidine). Isolated yield 46.4%. RXN SMILES: Cl[C:2]1[C:7]([F:8])=[C:6]([O:9][CH2:10][C:11]#[C:12][CH2:13][CH3:14])[N:5]=[CH:4][N:3]=1.[CH3:15][CH:16]1[CH2:20][CH2:19][CH:18]([CH3:21])[NH:17]1>>[CH3:15][CH:16]1[CH2:20][CH2:19][CH:18]([CH3:21])[N:17]1[C:2]1[C:7]([F:8])=[C:6]([O:9][CH2:10][C:11]#[C:12][CH2:13][CH3:14])[N:5]=[CH:4][N:3]=1. Procedure details: 0.2 g of 4-chloro-5-fluoro-6-(2-pentynyloxy)pyrimidine and 0.2 g of 2,5-dimethylpyrrolidine were mixed and left for 13 hours at room temperature. The reaction mixture was subjected to silica gel column chromatography to obtain 0.12 g of 4-(2,5-dimethyl-1-pyrrolidinyl)-5-fluoro-6-(2-pentynyloxy)pyrimidine (hereinafter, referred to as Compound (13)). Starting materials: ice, C(C)(=O)NC=1N=C(C2=C(N1)N=CC(=C2)C=CC2=CC=C(C=C2)C(=O)O)O (2-acetamido-4-hydroxy-6-[2-(4-carboxyphenyl)ethenyl]pyrido[2,3-d]pyrimidine), CN1CCOCC1 (N-methylmorpholine), C1(=CC=CC=C1)NP(OC1=CC=CC=C1)(=O)Cl (phenyl N-phenylphosphoramidochloridate), Cl.N[C@@H](CCC(=O)OCC)C(=O)OCC (Diethyl L-glutamate hydrochloride). Run in CN1C(CCC1)=O (N-methylpyrrolidone). Reaction conditions: temperature 0 celsius, time 30 minute. The product is C(C)(=O)NC=1N=C(C2=C(N1)N=CC(=C2)C=CC2=CC=C(C(=O)N[C@@H](CCC(=O)OCC)C(=O)OCC)C=C2)O (Diethyl N-(4-[2-(2-acetamido-4-hydroxypyrido[2,3-d]pyrimidin-6-yl)ethenyl]benzoyl)-L-glutamate). Yield: 66.0%. Reaction SMILES: [C:1]([NH:4][C:5]1[N:6]=[C:7]([OH:26])[C:8]2[CH:14]=[C:13]([CH:15]=[CH:16][C:17]3[CH:22]=[CH:21][C:20]([C:23](O)=[O:24])=[CH:19][CH:18]=3)[CH:12]=[N:11][C:9]=2[N:10]=1)(=[O:3])[CH3:2].CN1CCOCC1.C1(NP(Cl)(=O)OC2C=CC=CC=2)C=CC=CC=1.Cl.[NH2:52][C@H:53]([C:61]([O:63][CH2:64][CH3:65])=[O:62])[CH2:54][CH2:55][C:56]([O:58][CH2:59][CH3:60])=[O:57]>CN1CCCC1=O>[C:1]([NH:4][C:5]1[N:6]=[C:7]([OH:26])[C:8]2[CH:14]=[C:13]([CH:15]=[CH:16][C:17]3[CH:22]=[CH:21][C:20]([C:23]([NH:52][C@H:53]([C:61]([O:63][CH2:64][CH3:65])=[O:62])[CH2:54][CH2:55][C:56]([O:58][CH2:59][CH3:60])=[O:57])=[O:24])=[CH:19][CH:18]=3)[CH:12]=[N:11][C:9]=2[N:10]=1)(=[O:3])[CH3:2] |f:3.4|. Procedure details: To an ice cold solution of 1.5 g (0.0043 mol) of 2-acetamido-4-hydroxy-6-[2-(4-carboxyphenyl)ethenyl]pyrido[2,3-d]pyrimidine in 40 mL of N-methylpyrrolidone containing 1.4 mL of N-methylmorpholine was added 1.72 g (0.0064 mol) of phenyl N-phenylphosphoramidochloridate in a single portion. The resulting mixture was stirred at 0° C. for 30 minutes. Diethyl L-glutamate hydrochloride (1.53 g, 0.0064 mol) was then added and the reaction mixture was stirred at room temperature overnight. The solvent w... Reactants: FC(C=1C=C(C=CC1)C1CNCCC1)(F)F (3-(3-trifluoromethylphenyl) piperidine), C(C)(C)N(CC)C(C)C (diisopropylethylamine), [I-].[K+] (potassium iodide), FC=1C=CC2=C(N(N=N2)CCCCCl)C1 (6-fluoro-1-(4-chlorobutyl)-1H-benzotriazole). Run in C(C)#N (acetonitrile). Run at time 10 minute. The product is N1(N=NC2=C1C=CC=C2)CCCCN2CCC(CC2)C2=CC(=CC=C2)C(F)(F)F (N-(4-(1H-benzotriazole-1-yl)butyl)-4-(3-trifluoromethylphenyl)piperidine). The yield is 67.1%. As a reaction SMILES: F[C:2]1[CH:3]=[CH:4][C:5]2[N:9]=[N:8][N:7]([CH2:10][CH2:11][CH2:12][CH2:13]Cl)[C:6]=2[CH:15]=1.[F:16][C:17]([F:31])([F:30])[C:18]1[CH:19]=[C:20]([CH:24]2[CH2:29][CH2:28]CN[CH2:25]2)[CH:21]=[CH:22][CH:23]=1.[CH:32]([N:35](C(C)C)CC)(C)C.[I-].[K+]>C(#N)C>[N:7]1([CH2:10][CH2:11][CH2:12][CH2:13][N:35]2[CH2:32][CH2:25][CH:24]([C:20]3[CH:21]=[CH:22][CH:23]=[C:18]([C:17]([F:16])([F:30])[F:31])[CH:19]=3)[CH2:29][CH2:28]2)[C:6]2[CH:15]=[CH:2][CH:3]=[CH:4][C:5]=2[N:9]=[N:8]1 |f:3.4|. Procedure: 6-fluoro-1-(4-chlorobutyl)-1H-benzotriazole (0.06 mol) was dissolved into 150 ml of acetonitrile, 4-(3-(3-trifluoromethylphenyl) piperidine (0.05 mol), diisopropylethylamine (0.2 mol) and potassium iodide (0.05 mol) were respectively added. The mixture was stirred for 10 min at ambient temperature, and then heated and refluxed to react for 15 hours. The mixture was cooled down to ambient temperature and filtered. The filtrate was concentrated to produce oily products, and treated by chromatograp... Starting materials: O[C@H]1[C@@](CC2=CC=CC=C12)(C=1CC2=CC=CC=C2C1)CC1=CC=C(C(=O)N)C=C1 (4-{[(1′S,2′S)-1′-hydroxy-1′,3′-dihydro-1H,2′H-2,2′-biinden-2′-yl]methyl}benzamide), C1CCC(CC1)N=C=NC2CCCCC2 (DCC), C(=O)(OCC1C2=CC=CC=C2C2=CC=CC=C12)N[C@@H](CC(C)C)C(=O)O (Fmoc leucine). Reagents/catalysts: CN(C)C=1C=CN=CC1 (DMAP). Run in C(C)(=O)OCC (ethyl acetate). Conditions: time 12 hour. Product: N[C@@H](CC(C)C)C(=O)O[C@H]1[C@@](CC2=CC=CC=C12)(C=1CC2=CC=CC=C2C1)CC1=CC=C(C=C1)C(N)=O ((1S,2S)-2-(4-carbamoylbenzyl)-2,3-dihydro-1H,1′H-2,2′-biinden-1-yl L-leucinate). The yield is 85.5%. Reaction SMILES: [OH:1][C@@H:2]1[C:10]2[C:5](=[CH:6][CH:7]=[CH:8][CH:9]=2)[CH2:4][C@@:3]1([CH2:20][C:21]1[CH:29]=[CH:28][C:24]([C:25]([NH2:27])=[O:26])=[CH:23][CH:22]=1)[C:11]1[CH2:12][C:13]2[C:18]([CH:19]=1)=[CH:17][CH:16]=[CH:15][CH:14]=2.C1CCC(N=C=NC2CCCCC2)CC1.C([NH:62][C@H:63]([C:68](O)=[O:69])[CH2:64][CH:65]([CH3:67])[CH3:66])(OCC1C2C(=CC=CC=2)C2C1=CC=CC=2)=O>CN(C1C=CN=CC=1)C.C(OCC)(=O)C>[NH2:62][C@H:63]([C:68]([O:1][C@@H:2]1[C:10]2[C:5](=[CH:6][CH:7]=[CH:8][CH:9]=2)[CH2:4][C@@:3]1([CH2:20][C:21]1[CH:29]=[CH:28][C:24]([C:25](=[O:26])[NH2:27])=[CH:23][CH:22]=1)[C:11]1[CH2:12][C:13]2[C:18]([CH:19]=1)=[CH:17][CH:16]=[CH:15][CH:14]=2)=[O:69])[CH2:64][CH:65]([CH3:67])[CH3:66]. Procedure details: To a solution of 4-{[(1′S,2′S)-1′-hydroxy-1′,3′-dihydro-1H,2′H-2,2′-biinden-2′-yl]methyl}benzamide (20, 150 mg, 0.26 mmol), DCC (64 mg, 0.31 mmol) and DMAP (3 mg, 0.026 mmol) in ethyl acetate (10 mL), was added Fmoc leucine (91 mg, 0.26 mmol) and then stirred at room temperature for 12 h. The solids were filtered, washed with ethyl acetate (25 ml) and the combined filtrate was washed with 1.5 N HCl (25 mL), water (25 mL), brine (10 mL), dried over anhydrous Na2SO4. The organic layer was evaporat... The reactants are C(C)OC(C)OCC#C (1-(1-ethoxyethoxy)-2-propyne), C(CCC)[Li] (n-butyllithium), ClC1(C=O)CC=CC=C1 (1-chlorobenzaldehyde), [Cl-].[NH4+] (ammonium chloride). Run in O1CCCC1 (tetrahydrofuran), O1CCCC1 (tetrahydrofuran). Run at time 30 minute. The product is C(C)OC(C)OCC#CC(O)C1=CC=C(C=C1)Cl (4-(1-ethoxyethoxy)-1-(4 -chlorophenyl) 2 -butyn-I ol). RXN SMILES: [CH2:1]([O:3][CH:4]([O:6][CH2:7][C:8]#[CH:9])[CH3:5])[CH3:2].C([Li])CCC.Cl[C:16]1([CH:23]=[CH:22][CH:21]=[CH:20][CH2:19]1)[CH:17]=[O:18].[Cl-:24].[NH4+]>O1CCCC1>[CH2:1]([O:3][CH:4]([O:6][CH2:7][C:8]#[C:9][CH:17]([C:16]1[CH:23]=[CH:22][C:21]([Cl:24])=[CH:20][CH:19]=1)[OH:18])[CH3:5])[CH3:2] |f:3.4|. Procedure: A solution of 6 g (47 mmol) of 1-(1-ethoxyethoxy)-2-propyne in 100 ml of tetrahydrofuran was treated at -78° under argon with 29.2 ml of n-butyllithium (1.6M in hexane). The mixture was stirred at -40° for 30 minutes and then a solution of 6.6 g (47 mmol) of 1-chlorobenzaldehyde in 11 ml of tetrahydrofuran was added within 10 minutes. The reaction mixture was warmed to 0°, stirred at 0° for a further 1 hour and then treated with 80 ml of saturated ammonium chloride solution. The aqueous phase wa...